Dataset: the Open Reaction Database (ORD), a public repository of structured organic reaction records. Task: describe an organic reaction: reactants, conditions, products, and yield Reactants: C1(=CC=CC=C1)S(=O)(=O)N1C(=NC2=C1C=CC=C2)CN(C2CCCC=1C=CC=NC21)CC2=CC=C(CNS(=O)(=O)C1=CC=CC=C1)C=C2 (N-(4-{[(1-benzenesulfonyl-1H-benzimidazol-2-ylmethyl)-(5,6,7,8-tetrahydro-quinolin-8-yl)-amino]-methyl}-benzyl)-benzenesulfonamide), C(C)OCC (diethyl ether). As a reaction SMILES: C1(S([N:10]2[C:14]3[CH:15]=[CH:16][CH:17]=[CH:18][C:13]=3[N:12]=[C:11]2[CH2:19][N:20]([CH2:31][C:32]2[CH:48]=[CH:47][C:35]([CH2:36][NH:37][S:38]([C:41]3[CH:46]=[CH:45][CH:44]=[CH:43][CH:42]=3)(=[O:40])=[O:39])=[CH:34][CH:33]=2)[CH:21]2[C:30]3[N:29]=[CH:28][CH:27]=[CH:26][C:25]=3[CH2:24][CH2:23][CH2:22]2)(=O)=O)C=CC=CC=1.C(OCC)C>Br.CC(O)=O>[NH:10]1[C:14]2[CH:15]=[CH:16][CH:17]=[CH:18][C:13]=2[N:12]=[C:11]1[CH2:19][N:20]([CH2:31][C:32]1[CH:33]=[CH:34][C:35]([CH2:36][NH:37][S:38]([C:41]2[CH:42]=[CH:43][CH:44]=[CH:45][CH:46]=2)(=[O:40])=[O:39])=[CH:47][CH:48]=1)[CH:21]1[C:30]2[N:29]=[CH:28][CH:27]=[CH:26][C:25]=2[CH2:24][CH2:23][CH2:22]1 |f:2.3|. Procedure: A solution of N-(4-{[(1-benzenesulfonyl-1H-benzimidazol-2-ylmethyl)-(5,6,7,8-tetrahydro-quinolin-8-yl)-amino]-methyl}-benzyl)-benzenesulfonamide (AMD9830) (161 mg, 0.234 mmol) in saturated HBr/AcOH (3 mL) was stirred at room temperature for 3.5 h, then diethyl ether (20 mL) was added to give a colourless precipitate. The supernatant was decanted, and the residue was partitioned between CH2Cl2 (10 mL) and saturated NaHCO3(aq) (15 mL). The basic aqueous phase was extracted with CH2Cl2 (10 mL), and... The product is N1C(=NC2=C1C=CC=C2)CN(C2CCCC=1C=CC=NC21)CC2=CC=C(CNS(=O)(=O)C1=CC=CC=C1)C=C2 (N-(4-{[(1H-benzimidazol-2-ylmethyl)-(5,6,7,8-tetrahydro-quinolin-8-yl)-amino]-methyl}-benzyl)-benzenesulfonamide). Solvent: Br.CC(=O)O (HBr AcOH). The reactants are C1CCOC1, CN(C)Cc1cc(N)cc(C(F)(F)F)c1, O=C=Nc1ccc(Oc2cc(Cl)ncn2)cc1. Yields the product CN(C)Cc1cc(NC(=O)Nc2ccc(Oc3cc(Cl)ncn3)cc2)cc(C(F)(F)F)c1. As a reaction SMILES: [CH2:33]1[O:34][CH2:35][CH2:36][CH2:37]1.[CH3:18][N:19]([CH3:20])[CH2:21][c:22]1[cH:23][c:24]([NH2:32])[cH:25][c:26]([C:28]([F:29])([F:30])[F:31])[cH:27]1.[Cl:1][c:2]1[n:3][cH:4][n:5][c:6]([O:8][c:9]2[cH:10][cH:11][c:12]([N:15]=[C:16]=[O:17])[cH:13][cH:14]2)[cH:7]1>>[Cl:1][c:2]1[n:3][cH:4][n:5][c:6]([O:8][c:9]2[cH:10][cH:11][c:12]([NH:15][C:16](=[O:17])[NH:32][c:24]3[cH:23][c:22]([CH2:21][N:19]([CH3:18])[CH3:20])[cH:27][c:26]([C:28]([F:29])([F:30])[F:31])[cH:25]3)[cH:13][cH:14]2)[cH:7]1. Starting materials: C(C1=CC=CC=C1)ON (O-benzylhydroxylamine), O[C@H]1C[C@H](N(C1)C(C(F)(F)F)=O)C(=O)OCC=C (allyl (4S)-4-hydroxy-1-(trifluoroacetyl)-L-prolinate), N1=C(C=CC=C1C)C (2,6-lutidine), FC(S(=O)(=O)OS(=O)(=O)C(F)(F)F)(F)F (trifluoromethanesulfonic anhydride), N1=C(C=CC=C1C)C (2,6-lutidine). Run in C(C)(=O)OCC (ethyl acetate), C(C)#N (acetonitrile). Run at temperature 0 celsius, time 1 hour. The product is C(C1=CC=CC=C1)ON[C@@H]1C[C@H](N(C1)C(C(F)(F)F)=O)C(=O)OCC=C (Allyl (4R)-4-[(benzyloxy)amino]-1-(trifluoroacetyl)-L-prolinate). RXN SMILES: O[C@@H:2]1[CH2:6][N:5]([C:7](=[O:12])[C:8]([F:11])([F:10])[F:9])[C@H:4]([C:13]([O:15][CH2:16][CH:17]=[CH2:18])=[O:14])[CH2:3]1.N1C(C)=CC=CC=1C.FC(F)(F)S(OS(C(F)(F)F)(=O)=O)(=O)=O.[CH2:42]([O:49][NH2:50])[C:43]1[CH:48]=[CH:47][CH:46]=[CH:45][CH:44]=1>C(#N)C.C(OCC)(=O)C>[CH2:42]([O:49][NH:50][C@H:2]1[CH2:6][N:5]([C:7](=[O:12])[C:8]([F:11])([F:10])[F:9])[C@H:4]([C:13]([O:15][CH2:16][CH:17]=[CH2:18])=[O:14])[CH2:3]1)[C:43]1[CH:48]=[CH:47][CH:46]=[CH:45][CH:44]=1. Procedure details: A solution of allyl (4S)-4-hydroxy-1-(trifluoroacetyl)-L-prolinate (844 mg, 3.16 mmol) in acetonitrile (16 mL) was cooled to −10° C. and 2,6-lutidine (0.62 mL, 5.32 mmol) was added followed by trifluoromethanesulfonic anhydride (0.85 mL, 5.15 mmol). After addition, the temperature was allowed to warm to 0° C. The reaction mixture was stirred at 0° C. for 1 hour then O-benzylhydroxylamine (1 mL, 8.67 mmol) was added followed by 2,6-lutidine (0.62 mL, 5.32 mmol). The reaction mixture was allowed t...